This data is from the Open Reaction Database (ORD), a public repository of structured organic reaction records. The task is: describe an organic reaction: reactants, conditions, products, and yield Solvent: C(Cl)Cl (CH2Cl2), C(Cl)Cl (CH2Cl2). Isolated yield 83.0%. Reported procedure: To an ice cold solution of 4-(dimethylamino)-4-oxobutanoic acid (0.174 g, 1.20 mmol) in CH2Cl2 (2 mL) was added DIPEA (0.208 mL, 1.120 mmol) followed by isobutyl chloroformate (0.138 mL, 1.06 mmol). The mixture was stirred for 10 minutes, and the resulting mixed anhydride was added to a solution of N,3-dimethyl-1-(pyridin-3-yl)-1H-pyrazol-4-amine (0.100 g, 0.531 mmol) in CH2Cl2 (0.66 mL). The reaction mixture was stirred at room temperature (about 22° C.) for one hour. The crude reaction mixture... Product: CN(C(CCC(=O)N(C=1C(=NN(C1)C=1C=NC=CC1)C)C)=O)C (N1,N1,N4-trimethyl-N4-(3-methyl-1-(pyridin-3-yl)-1H-pyrazol-4-yl)succinamide), solid. Reaction conditions: time 10 minute. As a reaction SMILES: [CH3:1][N:2]([CH3:10])[C:3](=[O:9])[CH2:4][CH2:5][C:6]([OH:8])=O.C[CH2:12][N:13](C(C)C)[CH:14](C)C.ClC(OCC(C)C)=O.CNC1[C:31]([CH3:41])=[N:32][N:33]([C:35]2[CH:36]=[N:37][CH:38]=[CH:39][CH:40]=2)[CH:34]=1>C(Cl)Cl>[CH3:12][N:13]([CH3:14])[C:6](=[O:8])[CH2:5][CH2:4][C:3]([N:2]([CH3:10])[C:1]1[C:31]([CH3:41])=[N:32][N:33]([C:35]2[CH:36]=[N:37][CH:38]=[CH:39][CH:40]=2)[CH:34]=1)=[O:9]. Reactants: CNC=1C(=NN(C1)C=1C=NC=CC1)C (N,3-dimethyl-1-(pyridin-3-yl)-1H-pyrazol-4-amine), ice, CN(C(CCC(=O)O)=O)C (4-(dimethylamino)-4-oxobutanoic acid), CCN(C(C)C)C(C)C (DIPEA), ClC(=O)OCC(C)C (isobutyl chloroformate), anhydride. The reactants are CC1=CCC(CC1=O)C(=C)C (carvone), CS (methyl mercaptan). Solvent: C(C)N(CC)CC (triethylamine). Run at temperature 50 celsius, time 8 hour. Product: CC1=CCC(CC1=O)C(=C)C (carvone), CSC1CC(CC(C1C)=O)C(=C)C (6-methylthio-p-menth-8-en-2-one). As a reaction SMILES: [CH3:1][C:2]1[C:7](=[O:8])[CH2:6][CH:5]([C:9]([CH3:11])=[CH2:10])[CH2:4][CH:3]=1.[CH3:12][SH:13]>C(N(CC)CC)C>[CH3:1][C:2]1[C:7](=[O:8])[CH2:6][CH:5]([C:9]([CH3:11])=[CH2:10])[CH2:4][CH:3]=1.[CH3:12][S:13][CH:3]1[CH:2]([CH3:1])[C:7](=[O:8])[CH2:6][CH:5]([C:9]([CH3:11])=[CH2:10])[CH2:4]1. Procedure details: 15.0 g of carvone are mixed with 0.5 g of triethylamine. 20 ml of methyl mercaptan are condensed in this mixture at room temperature. After standing overnight in the autoclave, the mixture is heated to 50°C for a further 2 hours. After removal of the excess methyl mercaptan, the reaction product is fractionally distilled in vacuum. After a small fore-run of unreacted carvone, there are obtained 14.9 g of 6-methylthio-p-menth-8-en-2-one in the form of a mixture of two isomers in the ratio 1:4 (bo... Reactants: ClC1=C(C=C2CCC(C(C2=C1Cl)=O)=CCC)OC (7,8-Dichloro-6-methoxy-2-propylidene-1-tetralone). Reagents/catalysts: [Pd] (Pd/C). Run in CC(C)O (2-propanol). Yields the product ClC1=C(C=C2CCC(C(C2=C1Cl)=O)CCC)OC (7,8-dichloro-6-methoxy-2-propyl-1-tetralone). Yield: 61.4%. As a reaction SMILES: [Cl:1][C:2]1[C:11]([Cl:12])=[C:10]2[C:5]([CH2:6][CH2:7][C:8](=[CH:14][CH2:15][CH3:16])[C:9]2=[O:13])=[CH:4][C:3]=1[O:17][CH3:18]>CC(O)C.[Pd]>[Cl:1][C:2]1[C:11]([Cl:12])=[C:10]2[C:5]([CH2:6][CH2:7][CH:8]([CH2:14][CH2:15][CH3:16])[C:9]2=[O:13])=[CH:4][C:3]=1[O:17][CH3:18]. Reported procedure: 7,8-Dichloro-6-methoxy-2-propylidene-1-tetralone (1.1 g) in 50 ml of 2-propanol and 150 mg of 5% Pd/C catalyst, were placed in a Parr apparatus and hydrogenated at 30 psi for 20 minutes. The reaction mixture was warmed slightly, the catalyst filtered, rinsed with 2-propanol, evaporated to dryness and chromatographed on 40 g SiO2 (ethyl acetae-hexane, 1:3) to yield 680 mg of 7,8-dichloro-6-methoxy-2-propyl-1-tetralone which melted at 127°-9° C. after recrystallization from ethyl acetate. Reactants: ClC1=C(CC=2C(=NNC2N2C(C3=CC=CC=C3C2=O)=O)O)C=CC=C1Cl (2-(4-(2,3-dichlorobenzyl)-3-hydroxy-1H-pyrazol-5-yl)isoindoline-1,3-dione), CC(C)OC(=O)/N=N/C(=O)OC(C)C (DIAD), C1=CC=C(C=C1)P(C2=CC=CC=C2)C3=CC=CC=C3 (PPh3), CO (methanol). Solvent: C1CCOC1 (THF), C(Cl)Cl (DCM), C1CCOC1 (THF). Reaction conditions: temperature 0 celsius, time 1 hour. Product: ClC1=C(CC=2C(=NNC2N2C(C3=CC=CC=C3C2=O)=O)OC)C=CC=C1Cl (2-(4-(2,3-dichlorobenzyl)-3-methoxy-1H-pyrazol-5-yl)isoindoline-1,3-dione). Isolated yield 29.9%. Reaction SMILES: [CH3:1]C(OC(/N=N/C(OC(C)C)=O)=O)C.C1C=CC(P(C2C=CC=CC=2)C2C=CC=CC=2)=CC=1.CO.[Cl:36][C:37]1[C:60]([Cl:61])=[CH:59][CH:58]=[CH:57][C:38]=1[CH2:39][C:40]1[C:41]([OH:56])=[N:42][NH:43][C:44]=1[N:45]1[C:53](=[O:54])[C:52]2[C:47](=[CH:48][CH:49]=[CH:50][CH:51]=2)[C:46]1=[O:55]>C1COCC1.C(Cl)Cl>[Cl:36][C:37]1[C:60]([Cl:61])=[CH:59][CH:58]=[CH:57][C:38]=1[CH2:39][C:40]1[C:41]([O:56][CH3:1])=[N:42][NH:43][C:44]=1[N:45]1[C:46](=[O:55])[C:47]2[C:52](=[CH:51][CH:50]=[CH:49][CH:48]=2)[C:53]1=[O:54]. Procedure: A mixture of DIAD (1.14 g, 5.67 mmol), PPh3 (1.49 g, 5.67 mmol) and methanol (0.18 g, 5.67 mmol) in THF (30 mL) was stirred at 0° C. for 1 h. Then, the mixture was added dropwise to a solution of 2-(4-(2,3-dichlorobenzyl)-3-hydroxy-1H-pyrazol-5-yl)isoindoline-1,3-dione (2 g, 5.15 mmol) in THF (500 mL) and DCM (500 mL), and the mixture was stirred at room temperature for 2 h. It was quenched with water (50 mL), and the solvent was evaporated in vacuo to dryness. The residue was purified by silica... Reactants: CC1=NN(C(=C1)C)C1=CC=C(C(=O)Cl)C=C1 (4-(3,5-dimethylpyrazol-1-yl)benzoyl chloride), ice, C=1C=CN2C1CNC1=C(C2)C=CC=C1 (10,11-dihydro-5H-pyrrolo[2,1-c][1,4]benzodiazepine), C(C)(C)N(CC)C(C)C (diisopropylethylamine). Run in ClCCl (dichloromethane). Conditions: time 18 hour. The product is CC1=NN(C(=C1)C)C1=CC=C(C=C1)C(=O)N1CC=2N(CC3=C1C=CC=C3)C=CC2 ([4-(3,5-Dimethyl-pyrazol-1-yl)-phenyl]-(5H,11H-pyrrolo[2,1-c][1,4]-benzodiazepin-10-yl)-methanone). Isolated yield 69.2%. RXN SMILES: [CH3:1][C:2]1[CH:6]=[C:5]([CH3:7])[N:4]([C:8]2[CH:16]=[CH:15][C:11]([C:12](Cl)=[O:13])=[CH:10][CH:9]=2)[N:3]=1.[CH:17]1[CH:18]=[CH:19][N:20]2[CH2:26][C:25]3[CH:27]=[CH:28][CH:29]=[CH:30][C:24]=3[NH:23][CH2:22][C:21]=12.C(N(C(C)C)CC)(C)C>ClCCl>[CH3:1][C:2]1[CH:6]=[C:5]([CH3:7])[N:4]([C:8]2[CH:16]=[CH:15][C:11]([C:12]([N:23]3[C:24]4[CH:30]=[CH:29][CH:28]=[CH:27][C:25]=4[CH2:26][N:20]4[CH:19]=[CH:18][CH:17]=[C:21]4[CH2:22]3)=[O:13])=[CH:10][CH:9]=2)[N:3]=1. Procedure: The 4-(3,5-dimethylpyrazol-1-yl)benzoyl chloride (0.75 g) was added to an ice-cooled solution of 10,11-dihydro-5H-pyrrolo[2,1-c][1,4]benzodiazepine (0.55 g) and diisopropylethylamine (0.42 g) in dichloromethane (25 ml). After stirring at room temperature for 18 hours, the reaction mixture was washed with water and saturated aqueous sodium bicarbonate. The dichloromethane solution was dried over anhydrous sodium sulfate and filtered through a short column of hydrous sodium magnesium silicate and ...